Dataset: the Open Reaction Database (ORD), a public repository of structured organic reaction records. Task: describe an organic reaction: reactants, conditions, products, and yield Reactants: CC(C)(C)c1ccc(CCN)cc1, CN(C)C=O, ClC(Cl)Cl, [Na+], [Na+], O=C([O-])[O-], BrCc1cccc(Oc2ccccc2)c1, O. Yields the product CN(Cc1ccc(C(C)(C)C)cc1)Cc1cccc(Oc2ccccc2)c1. As a reaction SMILES: [C:1]([CH3:2])([CH3:3])([CH3:4])[c:5]1[cH:6][cH:7][c:8]([CH2:9][CH2:10][NH2:11])[cH:12][cH:13]1.[CH3:39][N:40]([CH3:41])[CH:42]=[O:43].[CH:35]([Cl:36])([Cl:37])[Cl:38].[Na+:14].[Na+:15].[O-:16][C:17](=[O:18])[O-:19].[O:20]([c:21]1[cH:22][cH:23][cH:24][cH:25][cH:26]1)[c:27]1[cH:28][c:29]([CH2:30][Br:31])[cH:32][cH:33][cH:34]1.[OH2:44]>>[C:1]([CH3:2])([CH3:3])([CH3:4])[c:5]1[cH:6][cH:7][c:8]([CH2:9][N:40]([CH2:30][c:29]2[cH:28][c:27]([O:20][c:21]3[cH:22][cH:23][cH:24][cH:25][cH:26]3)[cH:34][cH:33][cH:32]2)[CH3:39])[cH:12][cH:13]1.